Dataset: the Open Reaction Database (ORD), a public repository of structured organic reaction records. Task: describe an organic reaction: reactants, conditions, products, and yield Reactants: ClC=1C=C2C(=C(C=NC2=C(C1)C)C(=O)OCC)O (ethyl 6-chloro-4-hydroxy-8-methyl-3-quinolinecarboxylate), ClC1=CC=C(CN)C=C1 (4-chlorobenzylamine). The solvent is hexanes. Conditions: temperature 190 celsius, time 3 hour. Product: ClC=1C=C2C(=C(C=NC2=C(C1)C)C(=O)NCC1=CC=C(C=C1)Cl)O (6-Chloro-N-[(4-chlorophenyl)methyl]-4-hydroxy-8-methyl-3-quinolinecarboxamide). RXN SMILES: [Cl:1][C:2]1[CH:3]=[C:4]2[C:9](=[C:10]([CH3:12])[CH:11]=1)[N:8]=[CH:7][C:6]([C:13]([O:15]CC)=O)=[C:5]2[OH:18].[Cl:19][C:20]1[CH:27]=[CH:26][C:23]([CH2:24][NH2:25])=[CH:22][CH:21]=1>>[Cl:1][C:2]1[CH:3]=[C:4]2[C:9](=[C:10]([CH3:12])[CH:11]=1)[N:8]=[CH:7][C:6]([C:13]([NH:25][CH2:24][C:23]1[CH:26]=[CH:27][C:20]([Cl:19])=[CH:21][CH:22]=1)=[O:15])=[C:5]2[OH:18]. Procedure details: A mixture of 3.0 g of ethyl 6-chloro-4-hydroxy-8-methyl-3-quinolinecarboxylate (Maybridge Chemical Co.) and 7.0 mL of 4-chlorobenzylamine is stirred 3 h at 190° C. The mixture is cooled to 25° C. and is diluted with 35 mL of hexanes. The precipitate is collected by filtration and washed with 10 mL of hexanes. It is dried in a stream of air and then it was recrystallized from 30 mL of glacial acetic acid. It was dried at 20 torr and 100° C. for 20 h. The yield is 1.6 g (40%). Reactants: ClCCl, CC(C)(O)C(Cl)=C(Cl)CC(O)(Cn1cncn1)C1(Cl)CC1, [Na+], [Na+], O=C([O-])[O-], O=S(Cl)Cl. The product is C=C(C)C(Cl)=C(Cl)CC(O)(Cn1cncn1)C1(Cl)CC1. Reaction SMILES: [CH2:32]([Cl:33])[Cl:34].[Cl:5][C:6]1([C:9]([CH2:10][C:11](=[C:12]([C:13]([CH3:14])([CH3:15])[OH:16])[Cl:17])[Cl:18])([CH2:19][n:20]2[n:21][cH:22][n:23][cH:24]2)[OH:25])[CH2:7][CH2:8]1.[Na+:26].[Na+:27].[O-:28][C:29](=[O:30])[O-:31].[S:1]([Cl:2])([Cl:3])=[O:4]>>[Cl:5][C:6]1([C:9]([CH2:10][C:11](=[C:12]([C:13](=[CH2:14])[CH3:15])[Cl:17])[Cl:18])([CH2:19][n:20]2[n:21][cH:22][n:23][cH:24]2)[OH:25])[CH2:7][CH2:8]1. Starting materials: COC(CC1=CC2=CC=C(C=C2C(=C1C)OS(=O)(=O)C(F)(F)F)Cl)=O ((6-chloro-3-methyl-4-trifluoromethanesulfonyloxy-naphthalen-2-yl)-acetic acid methyl ester), C1(=CC=CC=C1)P(C1=CC=CC=C1)C1=CC=CC=C1 (Triphenylphosphine), B(O)(O)C1=CC=C(C=C1)S(=O)(=O)N1CCCCC1 (1-(4-boronophenylsulfonyl)piperidine), aqueous solution, C([O-])([O-])=O.[Na+].[Na+] (sodium carbonate). Reagents/catalysts: C(C)(=O)[O-].[Pd+2].C(C)(=O)[O-] (palladium (II) acetate). Run in O (Water), C(OC)COC (dimethoxyethane). The product is COC(CC1=CC2=CC=C(C=C2C(=C1C)C1=CC=C(C=C1)S(=O)(=O)N1CCCCC1)Cl)=O ({6-Chloro-3-methyl-4-[4-(piperidine-1-sulfonyl)-phenyl]-naphthalen-2-yl}-acetic acid methyl ester). Reaction SMILES: [CH3:1][O:2][C:3](=[O:25])[CH2:4][C:5]1[C:14]([CH3:15])=[C:13](OS(C(F)(F)F)(=O)=O)[C:12]2[C:7](=[CH:8][CH:9]=[C:10]([Cl:24])[CH:11]=2)[CH:6]=1.C1(P(C2C=CC=CC=2)C2C=CC=CC=2)C=CC=CC=1.B([C:48]1[CH:53]=[CH:52][C:51]([S:54]([N:57]2[CH2:62][CH2:61][CH2:60][CH2:59][CH2:58]2)(=[O:56])=[O:55])=[CH:50][CH:49]=1)(O)O.C(=O)([O-])[O-].[Na+].[Na+]>C(COC)OC.C([O-])(=O)C.[Pd+2].C([O-])(=O)C.O>[CH3:1][O:2][C:3](=[O:25])[CH2:4][C:5]1[C:14]([CH3:15])=[C:13]([C:48]2[CH:53]=[CH:52][C:51]([S:54]([N:57]3[CH2:58][CH2:59][CH2:60][CH2:61][CH2:62]3)(=[O:56])=[O:55])=[CH:50][CH:49]=2)[C:12]2[C:7](=[CH:8][CH:9]=[C:10]([Cl:24])[CH:11]=2)[CH:6]=1 |f:3.4.5,7.8.9|. Procedure: A stirred solution of (6-chloro-3-methyl-4-trifluoromethanesulfonyloxy-naphthalen-2-yl)-acetic acid methyl ester (0.20 g, 0.50 mmol) in dimethoxyethane (10 mL) was purged with argon for 5 minutes at room temperature. Triphenylphosphine (0.030 g, 0.11 mmol), palladium (II) acetate (0.013 g, 0.055 mmol), 1-(4-boronophenylsulfonyl)piperidine (0.183 g, 0.68 mmol) and a 2 M aqueous solution of sodium carbonate (1.0 mL, 2.0 mmol) were added simultaneously to the reaction mixture at room temperature un... Starting materials: ON=C(C(C(C(=O)OCC)=O)C)C1=CC=C(C=C1)OC (Ethyl 4-(hydroxyimino)-4-(4-methoxyphenyl)-3-methyl-2-oxobutanoate), S(O)(O)(=O)=O (sulfuric acid), C([O-])(O)=O.[Na+] (sodium bicarbonate). Run in C(C)O (ethanol). Yields the product COC1=CC=C(C=C1)C1=NOC(=C1C)C(=O)OCC (Ethyl 3-(4-methoxyphenyl)-4-methylisoxazole-5-carboxylate). Yield: 74.9%. Reaction SMILES: O[N:2]=[C:3]([C:13]1[CH:18]=[CH:17][C:16]([O:19][CH3:20])=[CH:15][CH:14]=1)[CH:4]([CH3:12])[C:5](=[O:11])[C:6]([O:8][CH2:9][CH3:10])=[O:7].S(=O)(=O)(O)O.C(=O)(O)[O-].[Na+]>C(O)C>[CH3:20][O:19][C:16]1[CH:17]=[CH:18][C:13]([C:3]2[C:4]([CH3:12])=[C:5]([C:6]([O:8][CH2:9][CH3:10])=[O:7])[O:11][N:2]=2)=[CH:14][CH:15]=1 |f:2.3|. Procedure details: Ethyl 4-(hydroxyimino)-4-(4-methoxyphenyl)-3-methyl-2-oxobutanoate (17.7 g, 63.4 mmol) and concentrated sulfuric acid (15 mL) were added to 180 mL of absolute ethanol and the mixture was refluxed for 20 hours. After the mixture cooled to room temperature, saturated sodium bicarbonate solution was added to neutralize the mixture. The product was extracted with EtOAc and the combined organic layer was dried over MgSO4 and concentrated to give 12.4 g of the title compound. MS: (+) m/z 262.45 (M+1). Reactants: C1COCCN1, C1CCOC1, C=CS(=O)(=O)N1CCN(c2nc(N3CCOCC3)nc(-n3c(C(F)F)nc4c(OC)cccc43)n2)CC1. Product: COc1cccc2c1nc(C(F)F)n2-c1nc(N2CCOCC2)nc(N2CCN(S(=O)(=O)CCN3CCOCC3)CC2)n1. As a reaction SMILES: [CH2:38]1[CH2:39][O:40][CH2:41][CH2:42][NH:43]1.[CH2:44]1[O:45][CH2:46][CH2:47][CH2:48]1.[F:1][CH:2]([c:3]1[n:4][c:5]2[c:6]([n:7]1-[c:8]1[n:9][c:10]([N:20]3[CH2:21][CH2:22][N:23]([S:26](=[O:27])(=[O:28])[CH:29]=[CH2:30])[CH2:24][CH2:25]3)[n:11][c:12]([N:14]3[CH2:15][CH2:16][O:17][CH2:18][CH2:19]3)[n:13]1)[cH:31][cH:32][cH:33][c:34]2[O:35][CH3:36])[F:37]>>[F:1][CH:2]([c:3]1[n:4][c:5]2[c:6]([n:7]1-[c:8]1[n:9][c:10]([N:20]3[CH2:21][CH2:22][N:23]([S:26](=[O:27])(=[O:28])[CH2:29][CH2:30][N:43]4[CH2:38][CH2:39][O:40][CH2:41][CH2:42]4)[CH2:24][CH2:25]3)[n:11][c:12]([N:14]3[CH2:15][CH2:16][O:17][CH2:18][CH2:19]3)[n:13]1)[cH:31][cH:32][cH:33][c:34]2[O:35][CH3:36])[F:37]. The reactants are C(C)C1=C(C=C(C(=N1)OC)NC(OC1=CC=CC=C1)=O)C (Phenyl N-(6-ethyl-2-methoxy-5-methylpyridin-3-yl)carbamate), COC=1C=C(C=C(C1)OC)N1CCNCC1 (1-(3,5-dimethoxyphenyl)piperazine). Product: C(C)C1=C(C=C(C(=N1)OC)NC(=O)N1CCN(CC1)C1=CC(=CC(=C1)OC)OC)C (1-[(6-Ethyl-2-methoxy-5-methylpyridin-3-yl)aminocarbonyl]-4-(3,5-dimethoxyphenyl)piperazine). Isolated yield 65.0%. Reaction SMILES: [CH2:1]([C:3]1[N:8]=[C:7]([O:9][CH3:10])[C:6]([NH:11][C:12](=[O:20])OC2C=CC=CC=2)=[CH:5][C:4]=1[CH3:21])[CH3:2].[CH3:22][O:23][C:24]1[CH:25]=[C:26]([N:32]2[CH2:37][CH2:36][NH:35][CH2:34][CH2:33]2)[CH:27]=[C:28]([O:30][CH3:31])[CH:29]=1>>[CH2:1]([C:3]1[N:8]=[C:7]([O:9][CH3:10])[C:6]([NH:11][C:12]([N:35]2[CH2:34][CH2:33][N:32]([C:26]3[CH:25]=[C:24]([O:23][CH3:22])[CH:29]=[C:28]([O:30][CH3:31])[CH:27]=3)[CH2:37][CH2:36]2)=[O:20])=[CH:5][C:4]=1[CH3:21])[CH3:2]. Reported procedure: Phenyl N-(6-ethyl-2-methoxy-5-methylpyridin-3-yl)carbamate and 1-(3,5-dimethoxyphenyl)piperazine were reacted by the same way with the example 1 to obtain the titled compound. Reactants: C1[C@H]([C@@H]([C@H]([C@@H]([C@H]1N)O[C@@H]2[C@@H]([C@H]([C@@H]([C@H](O2)CN)O)O)N)O[C@H]3[C@@H]([C@H]([C@H](O3)CO)O)O)O)N (xylostasin), Cl (HCl). Solvent: CO (methanol). Product: methyl D-xyloside, C1[C@H]([C@@H]([C@H]([C@@H]([C@H]1N)O[C@@H]2[C@@H]([C@H]([C@@H]([C@H](O2)CN)O)O)N)O)O)N (neamine). RXN SMILES: [CH2:1]1[C@H:6]([NH2:7])[C@@H:5]([O:8][C@H:9]2[O:14][C@H:13]([CH2:15][NH2:16])[C@@H:12]([OH:17])[C@H:11]([OH:18])[C@H:10]2[NH2:19])[C@H:4]([O:20][C@@H]2O[C@H](CO)[C@H](O)[C@H]2O)[C@@H:3]([OH:30])[C@@H:2]1[NH2:31].Cl>CO>[CH2:1]1[C@H:6]([NH2:7])[C@@H:5]([O:8][C@H:9]2[O:14][C@H:13]([CH2:15][NH2:16])[C@@H:12]([OH:17])[C@H:11]([OH:18])[C@H:10]2[NH2:19])[C@H:4]([OH:20])[C@@H:3]([OH:30])[C@@H:2]1[NH2:31]. Reported procedure: When xylostasin is subjected to methanolysis with 0.4N HCl in methanol at 22°C for 6 days, methyl D-xyloside and neamine are produced and, when xylostasin is hydrolyzed with 0.5N sulfuric acid at 90°C for 6 hours, D-xylose and neamine are detected in the hydrolyzate. Reactants: CCOCC, CCOC(C)=O, CC(C)(C)OC(=O)NC(CS(=O)(=O)CCOP(=O)(N(CCCl)CCCl)N(CCCl)CCCl)C(=O)O, Cl. The product is NC(CS(=O)(=O)CCOP(=O)(N(CCCl)CCCl)N(CCCl)CCCl)C(=O)O. RXN SMILES: [CH3:37][CH2:38][O:39][CH2:40][CH3:41].[CH3:42][CH2:43][O:44][C:45](=[O:46])[CH3:47].[Cl:1][CH2:2][CH2:3][N:4]([CH2:5][CH2:6][Cl:7])[P:8](=[O:9])([O:10][CH2:11][CH2:12][S:13](=[O:14])(=[O:15])[CH2:16][CH:17]([NH:18][C:19]([O:20][C:21]([CH3:22])([CH3:23])[CH3:24])=[O:25])[C:26](=[O:27])[OH:28])[N:29]([CH2:30][CH2:31][Cl:32])[CH2:33][CH2:34][Cl:35].[ClH:36]>>[Cl:1][CH2:2][CH2:3][N:4]([CH2:5][CH2:6][Cl:7])[P:8](=[O:9])([O:10][CH2:11][CH2:12][S:13](=[O:14])(=[O:15])[CH2:16][CH:17]([NH2:18])[C:26](=[O:27])[OH:28])[N:29]([CH2:30][CH2:31][Cl:32])[CH2:33][CH2:34][Cl:35]. The reactants are CC=Cc1ccc2nc(Cl)c(S(=O)(=O)N=CN(CC(C)C)CC(C)C)n2n1, CC(C)CN(C=NS(=O)(=O)c1c(Cl)nc2ccc(C3CC3)nn12)CC(C)C. Product: CC=Cc1ccc2nc(Cl)c(S(N)(=O)=O)n2n1. As a reaction SMILES: [Cl:1][c:2]1[n:3][c:4]2[n:5]([n:6][c:7]([CH:10]=[CH:11][CH3:12])[cH:8][cH:9]2)[c:13]1[S:14](=[O:15])(=[O:16])[N:17]=[CH:18][N:19]([CH2:20][CH:21]([CH3:22])[CH3:23])[CH2:24][CH:25]([CH3:26])[CH3:27].[Cl:28][c:29]1[n:30][c:31]2[cH:32][cH:33][c:34]([CH:35]3[CH2:36][CH2:37]3)[n:38][n:39]2[c:40]1[S:41]([N:42]=[CH:43][N:44]([CH2:45][CH:46]([CH3:47])[CH3:48])[CH2:49][CH:50]([CH3:51])[CH3:52])(=[O:53])=[O:54]>>[Cl:1][c:2]1[n:3][c:4]2[n:5]([n:6][c:7]([CH:10]=[CH:11][CH3:12])[cH:8][cH:9]2)[c:13]1[S:14](=[O:15])(=[O:16])[NH2:17]. Starting materials: ClC1=CC=C(CN2CCNCC2)C=C1 (1-(4-chlorobenzyl)piperazine), CS(=O)C (dimethyl sulfoxide), [OH-].[K+] (potassium hydroxide), BrCCCCl (1-bromo-3-chloropropane). Solvent: O (Water). Product: Cl.Cl.ClC1=CC=C(CN2CCN(CC2)CCCCl)C=C1 (1-(4-chlorobenzyl)-4-(3-chloropropyl)piperazine dihydrochloride). Yield: 146.8%. RXN SMILES: [Cl:1][C:2]1[CH:14]=[CH:13][C:5]([CH2:6][N:7]2[CH2:12][CH2:11][NH:10][CH2:9][CH2:8]2)=[CH:4][CH:3]=1.CS(C)=O.[OH-].[K+].Br[CH2:22][CH2:23][CH2:24][Cl:25]>O>[ClH:1].[ClH:25].[Cl:1][C:2]1[CH:14]=[CH:13][C:5]([CH2:6][N:7]2[CH2:12][CH2:11][N:10]([CH2:22][CH2:23][CH2:24][Cl:25])[CH2:9][CH2:8]2)=[CH:4][CH:3]=1 |f:2.3,6.7.8|. Procedure details: First, 1-(4-chlorobenzyl)piperazine (20.0 g) is mixed with dimethyl sulfoxide (100 ml), potassium hydroxide (15.0 g) and 1-bromo-3-chloropropane (15.0 g) at room temperature for 3 hours. Water is added to the resulting solution, the reaction product is extracted with ether, dried (magnesium sulfate), and the salt is precipitated with ethereal hydrochloric acid to yield 25.1 g of 1-(4-chlorobenzyl)-4-(3-chloropropyl)piperazine dihydrochloride as a white crystalline solid.